Dataset: the Open Reaction Database (ORD), a public repository of structured organic reaction records. Task: describe an organic reaction: reactants, conditions, products, and yield Reactants: CCOC(=O)CC(=O)[O-], C1CCOC1, [CH3], [Cl-], [Cl-], ClCCl, Cl, COC(=O)N1CCC(C(=O)O)CC1c1ccc(C(F)(F)F)c(F)c1, [K+], [Mg+2], O=C(n1ccnc1)n1ccnc1. Product: CCOC(=O)CC(=O)C1CCN(C(=O)OC)C(c2ccc(C(F)(F)F)c(F)c2)C1. Reaction SMILES: [CH2:37]([CH3:38])[O:39][C:40]([CH2:41][C:42](=[O:43])[O-:44])=[O:45].[CH2:52]1[O:53][CH2:54][CH2:55][CH2:56]1.[CH3:51].[Cl-:47].[Cl-:49].[Cl:57][CH2:58][Cl:59].[ClH:50].[F:1][c:2]1[cH:3][c:4]([CH:12]2[N:13]([C:21](=[O:22])[O:23][CH3:24])[CH2:14][CH2:15][CH:16]([C:18]([OH:19])=[O:20])[CH2:17]2)[cH:5][cH:6][c:7]1[C:8]([F:9])([F:10])[F:11].[K+:46].[Mg+2:48].[n:25]1([C:26]([n:27]2[cH:28][cH:29][n:30][cH:31]2)=[O:32])[cH:33][cH:34][n:35][cH:36]1>>[F:1][c:2]1[cH:3][c:4]([CH:12]2[N:13]([C:21](=[O:22])[O:23][CH3:24])[CH2:14][CH2:15][CH:16]([C:42]([CH2:41][C:40]([O:39][CH2:37][CH3:38])=[O:45])=[O:43])[CH2:17]2)[cH:5][cH:6][c:7]1[C:8]([F:9])([F:10])[F:11]. The reactants are Cc1ccc(C(=O)NCCc2cccnc2)cc1Br, COc1ccc(CN(Cc2ccc(OC)cc2)c2ncc(-c3nc(N4CCOCC4)nc4c3CCN4)cn2)cc1, COc1ccc(CN(Cc2ccc(OC)cc2)c2ncc(-c3nc(N4CCOCC4)nc4c3CCN4c3cc(C(=O)NCCc4cccnc4)ccc3C)cn2)cc1. Product: Cc1ccc(C(=O)NCCc2cccnc2)cc1N1CCc2c(-c3cnc(N)nc3)nc(N3CCOCC3)nc21. Reaction SMILES: [Br:41][c:42]1[cH:43][c:44]([C:49]([NH:50][CH2:51][CH2:52][c:53]2[cH:54][n:55][cH:56][cH:57][cH:58]2)=[O:59])[cH:45][cH:46][c:47]1[CH3:48].[CH3:1][O:2][c:3]1[cH:4][cH:5][c:6]([CH2:7][N:8]([CH2:9][c:10]2[cH:11][cH:12][c:13]([O:14][CH3:15])[cH:16][cH:17]2)[c:18]2[n:19][cH:20][c:21](-[c:22]3[c:23]4[c:27]([n:28][c:29]([N:30]5[CH2:31][CH2:32][O:33][CH2:34][CH2:35]5)[n:36]3)[NH:26][CH2:25][CH2:24]4)[cH:37][n:38]2)[cH:39][cH:40]1.[CH3:60][O:61][c:62]1[cH:63][cH:64][c:65]([CH2:66][N:67]([c:68]2[n:69][cH:70][c:71](-[c:74]3[c:75]4[c:76]([n:77][c:78]([N:80]5[CH2:81][CH2:82][O:83][CH2:84][CH2:85]5)[n:79]3)[N:86]([c:89]3[cH:90][c:91]([C:92](=[O:93])[NH:94][CH2:95][CH2:96][c:97]5[cH:98][n:99][cH:100][cH:101][cH:102]5)[cH:103][cH:104][c:105]3[CH3:106])[CH2:87][CH2:88]4)[cH:72][n:73]2)[CH2:107][c:108]2[cH:109][cH:110][c:111]([O:112][CH3:113])[cH:114][cH:115]2)[cH:116][cH:117]1>>[NH2:67][c:68]1[n:69][cH:70][c:71](-[c:74]2[c:75]3[c:76]([n:77][c:78]([N:80]4[CH2:81][CH2:82][O:83][CH2:84][CH2:85]4)[n:79]2)[N:86]([c:89]2[cH:90][c:91]([C:92](=[O:93])[NH:94][CH2:95][CH2:96][c:97]4[cH:98][n:99][cH:100][cH:101][cH:102]4)[cH:103][cH:104][c:105]2[CH3:106])[CH2:87][CH2:88]3)[cH:72][n:73]1. Starting materials: C(C)(=O)Cl (acetyl chloride), C(C)O (ethanol), N (ammonia), BrC1=NC=C(C=C1)CC#N (2-bromo-5-cyanomethylpyridine). The solvent is C(Cl)(Cl)Cl (chloroform), C(Cl)(Cl)Cl (chloroform), CCOCC (ether). Run at time 4 hour. Yields the product N=C(C(=O)OCC)C=1C=CC(=NC1)Br (ethyl imino(2-bromopyridin-5-yl)acetate). Yield: 82.7%. RXN SMILES: [C:1](Cl)(=[O:3])[CH3:2].[CH2:5]([OH:7])[CH3:6].[Br:8][C:9]1[CH:14]=[CH:13][C:12](CC#N)=[CH:11][N:10]=1.[NH3:18]>C(Cl)(Cl)Cl.CCOCC>[NH:18]=[C:6]([C:12]1[CH:13]=[CH:14][C:9]([Br:8])=[N:10][CH:11]=1)[C:5]([O:3][CH2:1][CH3:2])=[O:7]. Reported procedure: Under nitrogen, 299 mL (4.20 mol) of acetyl chloride was added dropwise to a solution of 299 mL (5.11 mol) of absolute ethanol and 400 mL of chloroform at 0° C. A solution of 72.0 g (370 mmol) of 2-bromo-5-cyanomethylpyridine from step 5 in 1100 mL of chloroform was added dropwise with stirring. Stirring was continued at 0° C. for 4 h and the reaction was allowed to come to ambient temperature overnight. The reaction was diluted with 2500 mL of anhydrous ether and stirring was continued for an a... Reactants: Cl.BrC1=CN2C(S1)=NC(=C2)N (2-bromo-imidazo[2,1-b]thiazol-6-ylamine hydrochloride), C(C)(C)(C)OC(=O)N[C@H](C(=O)N1[C@@H](CCC1)C(=O)O)C1=CC=CC=C1 ((S,S)-1-(2-tert-butoxycarbonylamino-2-phenyl-acetyl)-pyrrolidine-2-carboxylic acid), C(C)(C)(C)OC(N[C@H](C(=O)N1[C@H](CCC1)C(NC=1N=C2SC(=CN2C1)Br)=O)C1=CC=CC=C1)=O ((S,R)-{2-[2-(2-bromo-imidazo[2,1-b]thiazol-6-ylcarbamoyl)-pyrrolidin-1-yl]-2-oxo-1-phenyl-ethyl}-carbamic acid tert-butyl ester). Reaction conditions: time 8 hour. The product is C(C)(C)(C)OC(N[C@H](C(=O)N1[C@@H](CCC1)C(NC=1N=C2SC(=CN2C1)Br)=O)C1=CC=CC=C1)=O ((S,S) {2-[2-(2-bromo-imidazo[2,1-b]thiazol-6-ylcarbamoyl)-pyrrolidin-1-yl]-2-oxo-1-phenyl-ethyl}-carbamic acid tert-butyl ester). As a reaction SMILES: Cl.BrC1SC2=NC(N)=CN2C=1.C(OC(N[C@@H](C1C=CC=CC=1)C(N1CCC[C@H]1C(O)=O)=O)=O)(C)(C)C.[C:37]([O:41][C:42](=[O:70])[NH:43][C@@H:44]([C:64]1[CH:69]=[CH:68][CH:67]=[CH:66][CH:65]=1)[C:45]([N:47]1[CH2:51][CH2:50][CH2:49][C@@H:48]1[C:52](=[O:63])[NH:53][C:54]1[N:55]=[C:56]2[N:60]([CH:61]=1)[CH:59]=[C:58]([Br:62])[S:57]2)=[O:46])([CH3:40])([CH3:39])[CH3:38]>>[C:37]([O:41][C:42](=[O:70])[NH:43][C@@H:44]([C:64]1[CH:65]=[CH:66][CH:67]=[CH:68][CH:69]=1)[C:45]([N:47]1[CH2:51][CH2:50][CH2:49][C@H:48]1[C:52](=[O:63])[NH:53][C:54]1[N:55]=[C:56]2[N:60]([CH:61]=1)[CH:59]=[C:58]([Br:62])[S:57]2)=[O:46])([CH3:40])([CH3:38])[CH3:39] |f:0.1|. Procedure: Compound 23 was synthesized from compound 11 (0.471 mmol) and compound 22 (0.707 mmol), following the procedure as described for compound 12a. The reaction mixture was stirred at room temperature overnight. The solvent was removed under reduced pressure and the residue was dissolved in ethyl acetate before washing sequentially with Na2CO3, HCl (0.5N), and brine. The organic layers were dried, filtered, and concentrated under reduced pressure. The crude was purified by chromatography on a silica ... Reactants: CC(=O)OC(C)=O, O, O=C1NCCCC1O, c1ccncc1. Yields the product CC(=O)OC1CCCNC1=O. Reaction SMILES: [CH3:10][C:11](=[O:12])[O:13][C:14](=[O:15])[CH3:16].[OH2:9].[OH:1][CH:2]1[C:3](=[O:8])[NH:4][CH2:5][CH2:6][CH2:7]1.[cH:17]1[cH:18][cH:19][n:20][cH:21][cH:22]1>>[O:1]([CH:2]1[C:3](=[O:8])[NH:4][CH2:5][CH2:6][CH2:7]1)[C:11]([CH3:10])=[O:12]. As a reaction SMILES: [Br:11][CH2:12][CH2:13][CH2:14][CH2:15][CH2:16][c:17]1[cH:18][cH:19][cH:20][cH:21][cH:22]1.[CH3:24][N:25]([CH3:26])[CH:27]=[O:28].[ClH:23].[H-:1].[Na+:10].[Na+:2].[OH:3][CH2:4][CH2:5][CH2:6][C:7](=[O:8])[O-:9]>>[O:3]([CH2:4][CH2:5][CH2:6][C:7](=[O:8])[OH:9])[CH2:12][CH2:13][CH2:14][CH2:15][CH2:16][c:17]1[cH:18][cH:19][cH:20][cH:21][cH:22]1. Yields the product O=C(O)CCCOCCCCCc1ccccc1. Starting materials: BrCCCCCc1ccccc1, CN(C)C=O, Cl, [H-], [Na+], [Na+], O=C([O-])CCCO. The reactants are C(C)(C)(C)[Si](OCCN1N=CC2=CC(=C(C=C12)NC1=NN=C2COC[C@H](N21)C2=CC=C(C=C2)F)C)(C)C ({1-[2-(tert-butyl-dimethyl-silanyloxy)-ethyl]-5-methyl-1H-indazol-6-yl}-[(R)-5-(4-fluoro-phenyl)-5,6-dihydro-8H-[1,2,4]triazolo[3,4-c][1,4]oxazin-3-yl]-amine), Cl (HCl). The solvent is CO (MeOH). Reaction conditions: time 15 minute. Product: FC1=CC=C(C=C1)[C@H]1N2C(COC1)=NN=C2NC2=C(C=C1C=NN(C1=C2)CCO)C (2-{6-[(R)-5-(4-fluoro-phenyl)-5,6-dihydro-8H-[1,2,4]triazolo[3,4-c][1,4]oxazin-3-ylamino]-5-methyl-indazol-1-yl}-ethanol). The yield is 81.6%. Reaction SMILES: C([Si](C)(C)[O:6][CH2:7][CH2:8][N:9]1[C:17]2[C:12](=[CH:13][C:14]([CH3:35])=[C:15]([NH:18][C:19]3[N:27]4[C:22]([CH2:23][O:24][CH2:25][C@H:26]4[C:28]4[CH:33]=[CH:32][C:31]([F:34])=[CH:30][CH:29]=4)=[N:21][N:20]=3)[CH:16]=2)[CH:11]=[N:10]1)(C)(C)C.Cl>CO>[F:34][C:31]1[CH:32]=[CH:33][C:28]([C@@H:26]2[CH2:25][O:24][CH2:23][C:22]3=[N:21][N:20]=[C:19]([NH:18][C:15]4[CH:16]=[C:17]5[C:12]([CH:11]=[N:10][N:9]5[CH2:8][CH2:7][OH:6])=[CH:13][C:14]=4[CH3:35])[N:27]23)=[CH:29][CH:30]=1. Procedure: To a stirring room temperature solution of {1-[2-(tert-butyl-dimethyl-silanyloxy)-ethyl]-5-methyl-1H-indazol-6-yl}-[(R)-5-(4-fluoro-phenyl)-5,6-dihydro-8H-[1,2,4]triazolo[3,4-c][1,4]oxazin-3-yl]-amine (110 mg, 0.21 mmol) in MeOH (5 mL) was added 6N aqueous HCl (0.5 mL). The mixture was stirred at room temperature for 15 minutes and then concentrated under reduced pressure. The residue was recrystallized from MeOH/EtOAc/diethyl ether to give 70 mg of 2-{6-[(R)-5-(4-fluoro-phenyl)-5,6-dihydro-8H-[...